This data is from the Open Reaction Database (ORD), a public repository of structured organic reaction records. The task is: describe an organic reaction: reactants, conditions, products, and yield Reactants: Cl.C1(=CC=CC=C1)[C@H]1[C@@H](C1)N (trans-2-phenylcyclopropanamine hydrochloride), C([O-])([O-])=O.[K+].[K+] (potassium carbonate), O (Water), BrCC1CCN(CC1)C(=O)OCC1=CC=CC=C1 (benzyl 4-(bromomethyl)piperidine-1-carboxylate). Solvent: CN(C=O)C (N,N-dimethylformamide), C(C)(=O)OCC (ethyl acetate). Yields the product C1(=CC=CC=C1)[C@H]1[C@@H](C1)NCC1CCN(CC1)C(=O)OCC1=CC=CC=C1 (Benzyl 4-(((trans-2-phenylcyclopropyl)amino)methyl)piperidine-1-carboxylate). The yield is 12.2%. As a reaction SMILES: Cl.[C:2]1([C@@H:8]2[CH2:10][C@H:9]2[NH2:11])[CH:7]=[CH:6][CH:5]=[CH:4][CH:3]=1.C(=O)([O-])[O-].[K+].[K+].Br[CH2:19][CH:20]1[CH2:25][CH2:24][N:23]([C:26]([O:28][CH2:29][C:30]2[CH:35]=[CH:34][CH:33]=[CH:32][CH:31]=2)=[O:27])[CH2:22][CH2:21]1.O>CN(C)C=O.C(OCC)(=O)C>[C:2]1([C@@H:8]2[CH2:10][C@H:9]2[NH:11][CH2:19][CH:20]2[CH2:25][CH2:24][N:23]([C:26]([O:28][CH2:29][C:30]3[CH:31]=[CH:32][CH:33]=[CH:34][CH:35]=3)=[O:27])[CH2:22][CH2:21]2)[CH:7]=[CH:6][CH:5]=[CH:4][CH:3]=1 |f:0.1,2.3.4|. Procedure details: To a solution of trans-2-phenylcyclopropanamine hydrochloride (1.087 g, 6.41 mmol) in N,N-dimethylformamide (DMF) (30 mL) was added potassium carbonate (1.771 g, 12.81 mmol) followed by benzyl 4-(bromomethyl)piperidine-1-carboxylate (1 g, 3.20 mmol). The reaction mixture was refluxed overnight. Water (80 mL) was added followed by 80 mL of ethyl acetate. The organic layer was separated, washed with brine, dried over MgSO4, filtered and evaporated. The oil was purified via silica gel column (DCM t... The reactants are CCOc1ccc(N)cc1, CC#N, CCN(C(C)C)C(C)C, O=C(O)c1c(Cl)c([N+](=O)[O-])cc([N+](=O)[O-])c1Cl. Yields the product CCOc1ccc(Nc2c([N+](=O)[O-])cc([N+](=O)[O-])c(Cl)c2C(=O)O)cc1. Reaction SMILES: [CH2:1]([CH3:2])[O:3][c:4]1[cH:5][cH:6][c:7]([NH2:8])[cH:9][cH:10]1.[CH3:37][C:38]#[N:39].[CH:28]([N:29]([CH2:30][CH3:31])[CH:32]([CH3:33])[CH3:34])([CH3:35])[CH3:36].[Cl:11][c:12]1[c:13]([C:14](=[O:15])[OH:16])[c:17]([Cl:27])[c:18]([N+:24](=[O:25])[O-:26])[cH:19][c:20]1[N+:21](=[O:22])[O-:23]>>[CH2:1]([CH3:2])[O:3][c:4]1[cH:5][cH:6][c:7]([NH:8][c:17]2[c:13]([C:14](=[O:15])[OH:16])[c:12]([Cl:11])[c:20]([N+:21](=[O:22])[O-:23])[cH:19][c:18]2[N+:24](=[O:25])[O-:26])[cH:9][cH:10]1.